From a dataset of the Open Reaction Database (ORD), a public repository of structured organic reaction records. describe an organic reaction: reactants, conditions, products, and yield Product: CCCCCC1CCC(CCCOc2ccc(C(=O)O)cc2)CC1. As a reaction SMILES: [CH2:1]([CH2:2][CH2:3][CH2:4][CH3:5])[CH:6]1[CH2:7][CH2:8][CH:9]([CH2:12][CH2:13][CH2:14][O:15][c:16]2[cH:17][cH:18][c:19]([CH:20]=[O:21])[cH:22][cH:23]2)[CH2:10][CH2:11]1.[CH3:25][C:26](=[O:27])[CH3:28].[OH2:24]>>[CH2:1]([CH2:2][CH2:3][CH2:4][CH3:5])[CH:6]1[CH2:7][CH2:8][CH:9]([CH2:12][CH2:13][CH2:14][O:15][c:16]2[cH:17][cH:18][c:19]([C:20](=[O:21])[OH:24])[cH:22][cH:23]2)[CH2:10][CH2:11]1. Reactants: CCCCCC1CCC(CCCOc2ccc(C=O)cc2)CC1, CC(C)=O, O. The reactants are COC(=O)c1ccc2c(c1)NCCO2, COc1ccc(Cl)cc1S(=O)(=O)Cl, ClCCl, c1ccncc1. Product: COC(=O)c1ccc2c(c1)N(S(=O)(=O)c1cc(Cl)ccc1OC)CCO2. Reaction SMILES: [CH3:14][O:15][C:16](=[O:17])[c:18]1[cH:19][cH:20][c:21]2[c:22]([cH:27]1)[NH:23][CH2:24][CH2:25][O:26]2.[Cl:1][c:2]1[cH:3][cH:4][c:5]([O:12][CH3:13])[c:6]([S:8](=[O:9])(=[O:10])[Cl:11])[cH:7]1.[Cl:28][CH2:29][Cl:30].[cH:31]1[cH:32][cH:33][n:34][cH:35][cH:36]1>>[Cl:1][c:2]1[cH:3][cH:4][c:5]([O:12][CH3:13])[c:6]([S:8](=[O:9])(=[O:10])[N:23]2[c:22]3[c:21]([cH:20][cH:19][c:18]([C:16]([O:15][CH3:14])=[O:17])[cH:27]3)[O:26][CH2:25][CH2:24]2)[cH:7]1. Starting materials: CC(C)c1nn(Cc2ccc(Br)cc2F)c(=O)c(C(=O)NCC(=O)O)c1O, O=C([O-])[O-], C1COCCO1, Cl, OB(O)c1ccc(F)cc1, [K+], [K+], O, c1ccc(P(c2ccccc2)(c2ccccc2)[Pd](P(c2ccccc2)(c2ccccc2)c2ccccc2)(P(c2ccccc2)(c2ccccc2)c2ccccc2)P(c2ccccc2)(c2ccccc2)c2ccccc2)cc1. Product: CC(C)c1nn(Cc2ccc(-c3ccc(F)cc3)cc2F)c(=O)c(C(=O)NCC(=O)O)c1O. As a reaction SMILES: [Br:1][c:2]1[cH:3][c:4]([F:27])[c:5]([CH2:8][n:9]2[n:10][c:11]([CH:24]([CH3:25])[CH3:26])[c:12]([OH:23])[c:13]([C:16](=[O:17])[NH:18][CH2:19][C:20](=[O:21])[OH:22])[c:14]2=[O:15])[cH:6][cH:7]1.[C:38](=[O:39])([O-:40])[O-:41].[CH2:123]1[O:124][CH2:125][CH2:126][O:127][CH2:128]1.[ClH:44].[F:28][c:29]1[cH:30][cH:31][c:32]([B:35]([OH:36])[OH:37])[cH:33][cH:34]1.[K+:42].[K+:43].[OH2:45].[cH:46]1[cH:47][cH:48][c:49]([P:50]([Pd:51]([P:52]([c:53]2[cH:54][cH:55][cH:56][cH:57][cH:58]2)([c:59]2[cH:60][cH:61][cH:62][cH:63][cH:64]2)[c:65]2[cH:66][cH:67][cH:68][cH:69][cH:70]2)([P:71]([c:72]2[cH:73][cH:74][cH:75][cH:76][cH:77]2)([c:78]2[cH:79][cH:80][cH:81][cH:82][cH:83]2)[c:84]2[cH:85][cH:86][cH:87][cH:88][cH:89]2)[P:90]([c:91]2[cH:92][cH:93][cH:94][cH:95][cH:96]2)([c:97]2[cH:98][cH:99][cH:100][cH:101][cH:102]2)[c:103]2[cH:104][cH:105][cH:106][cH:107][cH:108]2)([c:109]2[cH:110][cH:111][cH:112][cH:113][cH:114]2)[c:115]2[cH:116][cH:117][cH:118][cH:119][cH:120]2)[cH:121][cH:122]1>>[c:2]1(-[c:32]2[cH:31][cH:30][c:29]([F:28])[cH:34][cH:33]2)[cH:3][c:4]([F:27])[c:5]([CH2:8][n:9]2[n:10][c:11]([CH:24]([CH3:25])[CH3:26])[c:12]([OH:23])[c:13]([C:16](=[O:17])[NH:18][CH2:19][C:20](=[O:21])[OH:22])[c:14]2=[O:15])[cH:6][cH:7]1. Starting materials: C[Li] (Methyl lithium), solution, [Si](C)(C)(C(C)(C)C)O[C@@H]1C(=O)OCC1 ((S)-2-(tert-Butyldimethylsilyloxy)-g-butyrolactone), C(C)(=O)O (acetic acid), C([O-])(O)=O.[Na+] (sodium bicarbonate). The solvent is C(C)OCC (diethyl ether), C1CCOC1 (THF), C(C)OCC (Diethyl ether). Conditions: temperature -78 celsius, time 3 hour. Product: [Si](C)(C)(C(C)(C)C)O[C@@H]1C(OCC1)(C)O ((3S)-3-(tert-Butyldimethylsilyloxy)-2-hydroxy-2-methyl-tetrahydrofurane). Isolated yield 100.1%. Reaction SMILES: C[Li].[Si:3]([O:10][C@H:11]1[CH2:16][CH2:15][O:14][C:12]1=[O:13])([C:6]([CH3:9])([CH3:8])[CH3:7])([CH3:5])[CH3:4].[C:17](O)(=O)C.C(=O)(O)[O-].[Na+]>C(OCC)C.C1COCC1>[Si:3]([O:10][C@H:11]1[CH2:16][CH2:15][O:14][C:12]1([OH:13])[CH3:17])([C:6]([CH3:9])([CH3:8])[CH3:7])([CH3:5])[CH3:4] |f:3.4|. Procedure: Methyl lithium (670 μl [1.11 mmol, 1.1 equiv] of a 1.65 M solution in diethyl ether) is added dropwise to a stirred solution of (S)-2-(tertbutyidimethylsilyloxy)-γ-butyrolactone 12 (218 mg, 1.01 mmol) in THF (4.0 ml) cooled to −78° C. is added dropwise. After stirring at −78° C. for 3 h, the reaction is quenched by the addition of glacial acetic acid (72 μl, 1.26 mmol, 1.25 equiv). Diethyl ether (20 ml) and saturated aqueous sodium bicarbonate solution (10 ml) are added. After stirring for 5 min... Starting materials: Fc1ccc(Br)cc1, [Li]CCCC, COc1ccc(C2=CC(=O)CCC2c2ccc(OC)cc2)cc1, CCCCCC, CCOCC, C1CCOC1, O. Yields the product COc1ccc(C2=CC(c3ccc(F)cc3)=CCC2c2ccc(OC)cc2)cc1. RXN SMILES: [Br:1][c:2]1[cH:3][cH:4][c:5]([F:8])[cH:6][cH:7]1.[CH2:14]([Li:15])[CH2:16][CH2:17][CH3:18].[CH3:19][O:20][c:21]1[cH:22][cH:23][c:24]([C:27]2=[CH:28][C:29](=[O:41])[CH2:30][CH2:31][CH:32]2[c:33]2[cH:34][cH:35][c:36]([O:39][CH3:40])[cH:37][cH:38]2)[cH:25][cH:26]1.[CH3:42][CH2:43][CH2:44][CH2:45][CH2:46][CH3:47].[CH3:48][CH2:49][O:50][CH2:51][CH3:52].[O:9]1[CH2:10][CH2:11][CH2:12][CH2:13]1.[OH2:53]>>[c:2]1([C:29]2=[CH:30][CH2:31][CH:32]([c:33]3[cH:34][cH:35][c:36]([O:39][CH3:40])[cH:37][cH:38]3)[C:27]([c:24]3[cH:23][cH:22][c:21]([O:20][CH3:19])[cH:26][cH:25]3)=[CH:28]2)[cH:3][cH:4][c:5]([F:8])[cH:6][cH:7]1. Starting materials: O=C([O-])[O-], CN(C)C=O, Cc1oc(-c2ccccc2)nc1COc1ccc(CCl)cc1, [K+], [K+], O, CCOC(=O)CCc1cccc(O)c1. Yields the product CCOC(=O)CCc1cccc(OCc2ccc(OCc3nc(-c4ccccc4)oc3C)cc2)c1. As a reaction SMILES: [C:37](=[O:38])([O-:39])[O-:40].[CH3:43][N:44]([CH3:45])[CH:46]=[O:47].[Cl:1][CH2:2][c:3]1[cH:4][cH:5][c:6]([O:7][CH2:8][c:9]2[n:10][c:11](-[c:15]3[cH:16][cH:17][cH:18][cH:19][cH:20]3)[o:12][c:13]2[CH3:14])[cH:21][cH:22]1.[K+:41].[K+:42].[OH2:48].[OH:23][c:24]1[cH:25][c:26]([CH2:30][CH2:31][C:32](=[O:33])[O:34][CH2:35][CH3:36])[cH:27][cH:28][cH:29]1>>[CH2:2]([c:3]1[cH:4][cH:5][c:6]([O:7][CH2:8][c:9]2[n:10][c:11](-[c:15]3[cH:16][cH:17][cH:18][cH:19][cH:20]3)[o:12][c:13]2[CH3:14])[cH:21][cH:22]1)[O:23][c:24]1[cH:25][c:26]([CH2:30][CH2:31][C:32](=[O:33])[O:34][CH2:35][CH3:36])[cH:27][cH:28][cH:29]1.